Dataset: the Open Reaction Database (ORD), a public repository of structured organic reaction records. Task: describe an organic reaction: reactants, conditions, products, and yield Reactants: OC(CC(C)=O)CC(C)SC1=CC=C(C=C1)C (4-hydroxy-6-(4-methylphenylthio)-2-heptanone), C1(=CC=C(C=C1)S(=O)(=O)O)C (p-toluene sulfonic acid). Run in C1(=CC=CC=C1)C (toluene). Yields the product CC1=CC=C(C=C1)SCCC=CC(C)=O (6-(4-methylphenylthio)-3-hexen-2-one). Isolated yield 66.7%. RXN SMILES: O[CH:2]([CH2:7][CH:8]([S:10][C:11]1[CH:16]=[CH:15][C:14]([CH3:17])=[CH:13][CH:12]=1)C)[CH2:3][C:4](=[O:6])[CH3:5].C1(C)C=CC(S(O)(=O)=O)=CC=1>C1(C)C=CC=CC=1>[CH3:17][C:14]1[CH:13]=[CH:12][C:11]([S:10][CH2:8][CH2:7][CH:2]=[CH:3][C:4](=[O:6])[CH3:5])=[CH:16][CH:15]=1. Procedure: 1.00 Gram of 4-hydroxy-6-(4-methylphenylthio)-2-heptanone was dissolved in 100 ml of toluene, and 0.02 g of p-toluene sulfonic acid was added thereto. The resulting mixture was refluxed for 2.5 hours with stirring. After having been cooled, the mixture was washed with a saturated aqueous sodium hydrogencarbonate solution and then saturated aqueous sodium chloride solution. Then the mixture was dried over anhydrous magnesium sulfate. Removing the solvent from the mixture under reduced pressure ga... Reactants: COC(=O)C(Cc1cc(Br)ccc1F)NC(=O)OC(C)(C)C, CCOC(C)=O, [H-], CI, [Na+], C1CCOC1, O. Yields the product COC(=O)C(Cc1cc(Br)ccc1F)N(C)C(=O)OC(C)(C)C. As a reaction SMILES: [Br:5][c:6]1[cH:7][c:8]([CH2:9][CH:10]([NH:11][C:12](=[O:13])[O:14][C:15]([CH3:16])([CH3:17])[CH3:18])[C:19](=[O:20])[O:21][CH3:22])[c:23]([F:26])[cH:24][cH:25]1.[CH3:33][CH2:34][O:35][C:36](=[O:37])[CH3:38].[H-:3].[I:1][CH3:2].[Na+:4].[O:28]1[CH2:29][CH2:30][CH2:31][CH2:32]1.[OH2:27]>>[CH3:2][N:11]([CH:10]([CH2:9][c:8]1[cH:7][c:6]([Br:5])[cH:25][cH:24][c:23]1[F:26])[C:19](=[O:20])[O:21][CH3:22])[C:12](=[O:13])[O:14][C:15]([CH3:16])([CH3:17])[CH3:18]. The reactants are C1CCOC1, COCCN, O=S(=O)(Cl)Cc1ccccc1. The product is COCCNS(=O)(=O)Cc1ccccc1. RXN SMILES: [CH2:17]1[O:18][CH2:19][CH2:20][CH2:21]1.[CH3:12][O:13][CH2:14][CH2:15][NH2:16].[c:1]1([CH2:7][S:8](=[O:9])(=[O:10])[Cl:11])[cH:2][cH:3][cH:4][cH:5][cH:6]1>>[c:1]1([CH2:7][S:8](=[O:9])(=[O:10])[NH:16][CH2:15][CH2:14][O:13][CH3:12])[cH:2][cH:3][cH:4][cH:5][cH:6]1. The reactants are solution, C(CCC)[Li] (n-butyllithium), B(OC)(OC)OC (trimethyl borate), BrC=1C=CC=2N3C4=C(C=C(C=C4C(C2C1)(C)C)C1=CC=CC=C1)C=1C=C(C=CC13)C1=CC=CC=C1 (10-bromo-8,8-dimethyl-3,6-diphenyl-8H-indolo-[3,2,1-de]acridine). The solvent is C1CCCCC1 (cyclohexane), C1CCOC1 (THF). The product is CC1(C=2C=C(C=CC2N2C3=C(C=C(C=C13)C1=CC=CC=C1)C=1C=C(C=CC12)C1=CC=CC=C1)B(O)O)C (8,8-Dimethyl-3,6-diphenyl-8H-indolo[3,2,1-de]acridine-10-boronic acid). RXN SMILES: Br[C:2]1[CH:3]=[CH:4][C:5]2[N:6]3[C:29]4[CH:28]=[CH:27][C:26]([C:30]5[CH:35]=[CH:34][CH:33]=[CH:32][CH:31]=5)=[CH:25][C:24]=4[C:8]4[CH:9]=[C:10]([C:18]5[CH:23]=[CH:22][CH:21]=[CH:20][CH:19]=5)[CH:11]=[C:12]([C:13]([CH3:17])([CH3:16])[C:14]=2[CH:15]=1)[C:7]3=4.C([Li])CCC.[B:41]([O:46]C)(OC)[O:42]C>C1COCC1.C1CCCCC1>[CH3:16][C:13]1([CH3:17])[C:12]2[C:7]3=[C:8]([C:24]4[CH:25]=[C:26]([C:30]5[CH:35]=[CH:34][CH:33]=[CH:32][CH:31]=5)[CH:27]=[CH:28][C:29]=4[N:6]3[C:5]3[CH:4]=[CH:3][C:2]([B:41]([OH:46])[OH:42])=[CH:15][C:14]1=3)[CH:9]=[C:10]([C:18]1[CH:19]=[CH:20][CH:21]=[CH:22][CH:23]=1)[CH:11]=2. Procedure details: 133 g (259 mmol) of 10-bromo-8,8-dimethyl-3,6-diphenyl-8H-indolo-[3,2,1-de]acridine are dissolved in 1500 ml of dry THF, 135 ml (337 mmol) of a 2.5 M solution of n-butyllithium in cyclohexane are added dropwise at −70° C., after 1 h 37 ml of trimethyl borate (336 mmol) are added dropwise, the mixture is warmed to room temperature over the course of 1 h, the solvent is removed, and the residue, which is uniform according to 1H-NMR, is employed in the subsequent reaction without further purificati... Reactants: Cl (hydrochloric acid), N[C@@H](CC1=CC=CC=C1)CO (L-phenylalaninol), C([O-])([O-])=O.[Na+].[Na+] (sodium carbonate), C(C1=CC=CC=C1)OC(=O)Cl (benzyloxycarbonyl chloride). Run in O (Water), O1CCOCC1 (1,4-dioxane), O1CCOCC1 (1,4-dioxane). Run at time 3 hour. Yields the product C(C1=CC=CC=C1)OC(=O)N[C@@H](CC1=CC=CC=C1)CO (N-benzyloxycarbonyl-L-phenylalaninol). The yield is 75.3%. Reaction SMILES: [NH2:1][C@H:2]([CH2:10][OH:11])[CH2:3][C:4]1[CH:9]=[CH:8][CH:7]=[CH:6][CH:5]=1.C(=O)([O-])[O-].[Na+].[Na+].[CH2:18]([O:25][C:26](Cl)=[O:27])[C:19]1[CH:24]=[CH:23][CH:22]=[CH:21][CH:20]=1.Cl>O1CCOCC1.O>[CH2:18]([O:25][C:26]([NH:1][C@H:2]([CH2:10][OH:11])[CH2:3][C:4]1[CH:5]=[CH:6][CH:7]=[CH:8][CH:9]=1)=[O:27])[C:19]1[CH:24]=[CH:23][CH:22]=[CH:21][CH:20]=1 |f:1.2.3|. Procedure details: To a mixture of L-phenylalaninol (20.2 g, 0.134 mol), sodium carbonate (21.1 g, 0.200 mol) and 1,4-dioxane (150 mL) was added a solution of benzyloxycarbonyl chloride (19.1 mL, 0.134 mol) in 1,4-dioxane (50 mL) and the mixture was stirred at room temperature for 3 hours. Water (300 mL) was added to the reaction mixture and the obtained mixture was added to ice-cooled 0.5 N hydrochloric acid (500 mL). The precipitated crystals were collected by filtration and washed with hexane and dried to give ... Reactants: ClC=1N=C(C2=C(N1)SC=C2)Cl (2,4-dichlorothieno[2,3-d]pyrimidine), CC1=C(C(=CC(=C1)C)C)O (2,4,6-trimethyl phenol), [H-].[Na+] (NaH). Solvent: C1CCOC1 (THF), C1CCOC1 (THF), O (water). Reaction conditions: time 30 minute. Yields the product ClC=1N=C(C2=C(N1)SC=C2)OC2=C(C=C(C=C2C)C)C (2-Chloro-4-(mesityloxy)thieno[2,3-d]pyrimidine). Yield: 97.1%. RXN SMILES: [H-].[Na+].[CH3:3][C:4]1[CH:9]=[C:8]([CH3:10])[CH:7]=[C:6]([CH3:11])[C:5]=1[OH:12].[Cl:13][C:14]1[N:15]=[C:16](Cl)[C:17]2[CH:22]=[CH:21][S:20][C:18]=2[N:19]=1>C1COCC1.O>[Cl:13][C:14]1[N:15]=[C:16]([O:12][C:5]2[C:6]([CH3:11])=[CH:7][C:8]([CH3:10])=[CH:9][C:4]=2[CH3:3])[C:17]2[CH:22]=[CH:21][S:20][C:18]=2[N:19]=1 |f:0.1|. Reported procedure: A stirred suspension of NaH (9.5 mg, 0.24 mmol) in dry THF (1 mL) was added 2,4,6-trimethyl phenol (32.1 mg, 0.24 mmol) and stirred at room temperature for 30 min under Argon. The reaction mixture was added to a solution of 2,4-dichlorothieno[2,3-d]pyrimidine (48.1 mg, 0.24 mmol) in dry THF (1.5 mL) at 0° C. and allow it to slowly warmed up to room temperature. After stirring the reaction for 4 h, the resulting mixture was diluted with water and washed with EtOAc. The combined organic layers wer... The reactants are C1=CC=CC=2SC3=CC=CC=C3C(C12)=C/C=C/C=O ((E)-4-(thioxanthen-9-ylidene)-2-butenal), C(CC(=O)C)(=O)OC (methyl acetoacetate). Yields the product C1=CC=CC=2SC3=CC=CC=C3C(C12)=C/C=C/C(CC(CC(=O)OC)=O)O (Methyl (E)-8-(Thioxanthen-9-ylidene) -5-hydroxy-3-oxo-6-octenoate). As a reaction SMILES: [CH:1]1[C:14]2[C:13](=[CH:15]/[CH:16]=[CH:17]/[CH:18]=[O:19])[C:12]3[C:7](=[CH:8][CH:9]=[CH:10][CH:11]=3)[S:6][C:5]=2[CH:4]=[CH:3][CH:2]=1.[C:20]([O:26][CH3:27])(=[O:25])[CH2:21][C:22]([CH3:24])=[O:23]>>[CH:11]1[C:12]2[C:13](=[CH:15]/[CH:16]=[CH:17]/[CH:18]([OH:19])[CH2:24][C:22](=[O:23])[CH2:21][C:20]([O:26][CH3:27])=[O:25])[C:14]3[C:5](=[CH:4][CH:3]=[CH:2][CH:1]=3)[S:6][C:7]=2[CH:8]=[CH:9][CH:10]=1. Reported procedure: By the method of Example 1, (E)-4-(thioxanthen-9-ylidene)-2-butenal (1.94 g, 7.34 mmol) was reacted with methyl acetoacetate to form present title product, 1.43 g.